From a dataset of the Open Reaction Database (ORD), a public repository of structured organic reaction records. describe an organic reaction: reactants, conditions, products, and yield Reactants: [C@@H]1([C@H](O)[C@H](O)[C@@H](CO)O1)N1C=NC=2C(N)=NC=NC12 (adenosine), [C@@H]1([C@H](O)[C@H](O)[C@@H](CO)O1)N1C=NC=2C(O)=NC=NC12 (inosine), [C@@H]1([C@H](O)[C@H](O)[C@@H](CO)O1)N1C=NC=2C(N)=NC=NC12 (adenosine), buffer solutions, [C@@H]1([C@H](O)[C@H](O)[C@@H](CO)O1)N1C=NC=2C(=O)NC(N)=NC12 (guanosine), [C@@H]1([C@H](O)[C@H](O)[C@@H](CO)O1)N1C=NC=2C(O)=NC=NC12 (inosine), [C@@H]1([C@H](O)[C@H](O)[C@@H](CO)O1)N1C=NC=2C(=O)NC(N)=NC12 (guanosine). Run in solution. Conditions: time 30 minute. Product: N1=CN=C2N=CNC2=C1 (Purine). RXN SMILES: [C@@H]1([N:10]2[C:19]3[N:18]=[CH:17][N:16]=[C:14](N)[C:13]=3[N:12]=[CH:11]2)O[C@H](CO)[C@@H](O)[C@H]1O.[C@@H]1(N2C3N=C(N)NC(=O)C=3N=C2)O[C@H](CO)[C@@H](O)[C@H]1O.[C@@H]1(N2C3N=CN=C(O)C=3N=C2)O[C@H](CO)[C@@H](O)[C@H]1O>>[N:16]1[CH:14]=[C:13]2[C:19]([N:10]=[CH:11][NH:12]2)=[N:18][CH:17]=1. Reported procedure: The optimum pH was determined by high-performance liquid chromatography with adenosine, guanosine and inosine substrates. The reaction solution (200 μl) contained 0.5 mM of adenosine or inosine or 0.25 mM of guanosine as the substrate, 50 mM of the buffer solutions described below and a sufficient amount of enzyme, and the reaction was conducted at 50° C. for 30 minutes. The results are shown in FIGS. 2, 3 and 4. The reactants are C1[C@@H]2N(C[C@H](N1)CO)CCC2 ((3S,8aR)-Octahydropyrrolo[1,2-a]pyrazin-3-ylmethanol), FC(C=1C=C(C=C(C1)C(F)(F)F)C(C(=O)N(C)C=1C=NC(=CC1C1=C(C=C(C=C1)F)C)Cl)(C)C)(F)F (2-[3,5-bis(trifluoromethyl)phenyl]-N-[6-chloro-4-(4-fluoro-2-methylphenyl)-3-pyridinyl]-N,2-dimethylpropanamide), C1(CCCCC1)P(C1=C(C=CC=C1)C1=C(C=CC=C1)N(C)C)C1CCCCC1 (2-Dicyclohexylphosphino-2′-(N,N-dimethylamino)biphenyl), C([O-])([O-])=O.[Cs+].[Cs+] (caesium carbonate). The reagents and catalysts are C=1C=CC(=CC1)/C=C/C(=O)/C=C/C2=CC=CC=C2.C=1C=CC(=CC1)/C=C/C(=O)/C=C/C2=CC=CC=C2.[Pd] (Pd(dba)2). Solvent: C1(=CC=CC=C1)C (toluene). Reaction conditions: temperature 140 celsius, time 1 minute. Product: FC(C=1C=C(C=C(C1)C(F)(F)F)C(C(=O)N(C)C=1C=NC(=CC1C1=C(C=C(C=C1)F)C)N1C[C@@H]2N(C[C@H]1CO)CCC2)(C)C)(F)F (2-[3,5-bis(trifluoromethyl)phenyl]-N-{4-(4-fluoro-2-methylphenyl)-6-[(3S,8aR)-3-(hydroxymethyl)hexahydropyrrolo[1,2-a]pyrazin-2(1H)-yl]-3-pyridinyl}-N,2-dimethylpropanamide). The yield is 4.4%. Reaction SMILES: [CH2:1]1[NH:6][C@H:5]([CH2:7][OH:8])[CH2:4][N:3]2[CH2:9][CH2:10][CH2:11][C@H:2]12.[F:12][C:13]([F:47])([F:46])[C:14]1[CH:15]=[C:16]([C:24]([CH3:45])([CH3:44])[C:25]([N:27]([C:29]2[CH:30]=[N:31][C:32](Cl)=[CH:33][C:34]=2[C:35]2[CH:40]=[CH:39][C:38]([F:41])=[CH:37][C:36]=2[CH3:42])[CH3:28])=[O:26])[CH:17]=[C:18]([C:20]([F:23])([F:22])[F:21])[CH:19]=1.C1(P(C2CCCCC2)C2C=CC=CC=2C2C=CC=CC=2N(C)C)CCCCC1.C(=O)([O-])[O-].[Cs+].[Cs+]>C1(C)C=CC=CC=1.C1C=CC(/C=C/C(/C=C/C2C=CC=CC=2)=O)=CC=1.C1C=CC(/C=C/C(/C=C/C2C=CC=CC=2)=O)=CC=1.[Pd]>[F:23][C:20]([F:21])([F:22])[C:18]1[CH:17]=[C:16]([C:24]([CH3:45])([CH3:44])[C:25]([N:27]([C:29]2[CH:30]=[N:31][C:32]([N:6]3[C@H:5]([CH2:7][OH:8])[CH2:4][N:3]4[CH2:9][CH2:10][CH2:11][C@@H:2]4[CH2:1]3)=[CH:33][C:34]=2[C:35]2[CH:40]=[CH:39][C:38]([F:41])=[CH:37][C:36]=2[CH3:42])[CH3:28])=[O:26])[CH:15]=[C:14]([C:13]([F:47])([F:12])[F:46])[CH:19]=1 |f:3.4.5,7.8.9|. Procedure details: (3S,8aR)-Octahydropyrrolo[1,2-a]pyrazin-3-ylmethanol (Tetrahedron Asymmetry, 1996, 7(7), 1999-2005, 230 mg, 1.47 mmol) and 2-[3,5-bis(trifluoromethyl)phenyl]-N-[6-chloro-4-(4-fluoro-2-methylphenyl)-3-pyridinyl]-N,2-dimethylpropanamide [WO 2005/002577] (570 mg, 1.07 mmol) were dissolved in 12 mL of toluene. 2-Dicyclohexylphosphino-2′-(N,N-dimethylamino)biphenyl (ligand) (78 mg, 0.20 mmol), Pd(dba)2 (45 mg, 0.08 mmol) and, at last, caesium carbonate (697 mg, 2.14 mmol) were added. The reaction ves... Starting materials: COc1ccc(Br)cc1, [Li]CCCC, C1CCOC1, Cl, CC(=O)C(F)(F)F. The product is COc1ccc(C(C)(O)C(F)(F)F)cc1. Reaction SMILES: [Br:1][c:2]1[cH:3][cH:4][c:5]([O:8][CH3:9])[cH:6][cH:7]1.[CH2:10]([Li:11])[CH2:12][CH2:13][CH3:14].[CH2:23]1[O:24][CH2:25][CH2:26][CH2:27]1.[ClH:22].[F:15][C:16]([C:17]([CH3:18])=[O:19])([F:20])[F:21]>>[c:2]1([C:17]([C:16]([F:15])([F:20])[F:21])([CH3:18])[OH:19])[cH:3][cH:4][c:5]([O:8][CH3:9])[cH:6][cH:7]1. Starting materials: C(C)(=O)OCCNC=1C(=C2C=CN(C(C2=CC1)=O)CCOC(C)=O)NC(CC1=C(C(=CC=C1)C(F)(F)F)F)=O (2-(2-(2-acetoxyethyl)-5-(2-(2-fluoro-3-(trifluoromethyl)phenyl)acetamido)-1-oxo-1,2-dihydroisoquinolin-6-ylamino)ethyl acetate), C([O-])([O-])=O.[K+].[K+] (potassium carbonate), CO (methanol). Reagents/catalysts: O (water). Run at time 30 minute. Yields the product FC1=C(C=CC=C1C(F)(F)F)CC(=O)NC1=C2C=CN(C(C2=CC=C1NCCO)=O)CCO (2-(2-Fluoro-3-(trifluoromethyl)phenyl)-N-(2-(2-hydroxyethyl)-6-(2-hydroxyethylamino)-1-oxo-1,2-dihydroisoquinolin-5-yl)acetamide). As a reaction SMILES: C([O:4][CH2:5][CH2:6][NH:7][C:8]1[C:9]([NH:25][C:26](=[O:39])[CH2:27][C:28]2[CH:33]=[CH:32][CH:31]=[C:30]([C:34]([F:37])([F:36])[F:35])[C:29]=2[F:38])=[C:10]2[C:15](=[CH:16][CH:17]=1)[C:14](=[O:18])[N:13]([CH2:19][CH2:20][O:21]C(=O)C)[CH:12]=[CH:11]2)(=O)C.C(=O)([O-])[O-].[K+].[K+].CO>O>[F:38][C:29]1[C:30]([C:34]([F:37])([F:36])[F:35])=[CH:31][CH:32]=[CH:33][C:28]=1[CH2:27][C:26]([NH:25][C:9]1[C:8]([NH:7][CH2:6][CH2:5][OH:4])=[CH:17][CH:16]=[C:15]2[C:10]=1[CH:11]=[CH:12][N:13]([CH2:19][CH2:20][OH:21])[C:14]2=[O:18])=[O:39] |f:1.2.3|. Procedure details: A round bottom flask was charged with 2-(2-(2-acetoxyethyl)-5-(2-(2-fluoro-3-(trifluoromethyl)phenyl)acetamido)-1-oxo-1,2-dihydroisoquinolin-6-ylamino)ethyl acetate (120 mg, 0.00022 mol), potassium carbonate (45 mg, 0.00033 mol) and methanol (3 mL, 0.07 mol) and 2 drops of water. The reaction was stirred at room temperature for 30 minutes, filtered over sodium sulfate, and the solvent removed under reduced pressure. The residue was purified by flash chromatography to afford the product as a whit... Starting materials: CCN=C=NCCCN(C)C (EDCI), N1(CCCC1)[C@H]1[C@@H](CCCC1)NC ((±)-trans-2-Pyrrolidinyl-N-methylcyclohexylamine), C(Cl)Cl (CH2Cl2), FC(C1=CC=C(C=C1)CC(=O)O)(F)F (4-trifluoromethylphenyl acetic acid), O.ON1N=NC2=C1C=CC=C2 (1-hydroxybenzotriazole hydrate), C(Cl)Cl (CH2Cl2), C(C)(C)N(C(C)C)CC (N,N-diisopropylethylamine). Yields the product [NH4+].[OH-] (NH4OH), Cl.FC(C1=CC=C(C=C1)CC(=O)N([C@H]1[C@@H](CCCC1)N1CCCC1)C)(F)F ((±)-trans-4-Trifluoromethyl-N-methyl-N-[2-(1-pyrrolidinyl)cyclohexyl]-phenylacetamide Hydrochloride). Yield: 28.0%. Reaction SMILES: [F:1][C:2]([F:14])([F:13])[C:3]1[CH:8]=[CH:7][C:6]([CH2:9][C:10]([OH:12])=[O:11])=[CH:5][CH:4]=1.O.O[N:17]1C2C=CC=CC=2N=N1.CCN=C=NCCCN(C)C.[N:37]1([C@@H:42]2[CH2:47][CH2:46][CH2:45][CH2:44][C@H:43]2[NH:48][CH3:49])[CH2:41][CH2:40][CH2:39][CH2:38]1.C(N(CC)C(C)C)(C)C.C(Cl)[Cl:60]>>[NH4+:17].[OH-:11].[ClH:60].[F:13][C:2]([F:1])([F:14])[C:3]1[CH:4]=[CH:5][C:6]([CH2:9][C:10]([N:48]([CH3:49])[C@@H:43]2[CH2:44][CH2:45][CH2:46][CH2:47][C@H:42]2[N:37]2[CH2:41][CH2:40][CH2:39][CH2:38]2)=[O:12])=[CH:7][CH:8]=1 |f:1.2,7.8,9.10|. Procedure details: To a solution of 4-trifluoromethylphenyl acetic acid (1.45 g, 7.08 mmol) in 10 mL of dry CH2Cl2 under a nitrogen atmosphere was added 1-hydroxybenzotriazole hydrate (HOBT) (0.95 g, 7.08 mmol) and stirred. The reaction mixture was cooled to 0→4 5° C. and solid EDCI ([1-(3-dimethylaminopropyl)-3-ethyl-carbodiimide HCl]) (1.35 g, 7.08 mmol) was added and stirred at this temperature for 30 mm. A solution of (±) 3 (1.0 g, 5.48 mmol) in 10 mL of dry CH2Cl2 was added followed by N,N-diisopropylethylami... The reactants are CS(=O)(=O)C1=CC=C(C=C1)C1=C(C(=NN1)OCC(C(C)(C)C)=O)C1=CC=CC=C1 (5-(4-(methylsulphonyl)phenyl)-4-phenyl-3-trimethylacetylmethoxy-pyrazole), O.C1(=CC=C(C=C1)S(=O)(=O)O)C (p-toluenesulfonic acid hydrate), C(C)(=O)O (acetic acid). The solvent is C1(=CC=CC=C1)C (toluene). Run at time 12 hour. Product: C(C)(C)(C)C=1N2C(OC1)=C(C(=N2)C2=CC=C(C=C2)S(=O)(=O)C)C2=CC=CC=C2 (3-(Tert-butyl)-6-(4-(methylsulphonyl)phenyl)-7-phenylpyrazolo[5,1-b][1,3]oxazole). Isolated yield 99.0%. RXN SMILES: [CH3:1][S:2]([C:5]1[CH:10]=[CH:9][C:8]([C:11]2[NH:15][N:14]=[C:13]([O:16][CH2:17][C:18](=O)[C:19]([CH3:22])([CH3:21])[CH3:20])[C:12]=2[C:24]2[CH:29]=[CH:28][CH:27]=[CH:26][CH:25]=2)=[CH:7][CH:6]=1)(=[O:4])=[O:3].O.C1(C)C=CC(S(O)(=O)=O)=CC=1.C(O)(=O)C>C1(C)C=CC=CC=1>[C:19]([C:18]1[N:14]2[N:15]=[C:11]([C:8]3[CH:9]=[CH:10][C:5]([S:2]([CH3:1])(=[O:4])=[O:3])=[CH:6][CH:7]=3)[C:12]([C:24]3[CH:25]=[CH:26][CH:27]=[CH:28][CH:29]=3)=[C:13]2[O:16][CH:17]=1)([CH3:21])([CH3:20])[CH3:22] |f:1.2|. Reported procedure: A mixture of 5-(4-(methylsulphonyl)phenyl)-4-phenyl-3-trimethylacetylmethoxy-pyrazole prepared according to the Example 32B [(100 mg, 0.24 mmol), p-toluenesulfonic acid hydrate (25 mg) in toluene (40 mL), and acetic acid (15 mL) was refluxed using a Dean-Stark trap to remove water, for 12 hours. The reaction mixture was concentrated in vacuo and the residue chromatographed (silica gel, 1:1 hexane/ethyl acetate) to provide the desired product (yield: 97 mg; 99%). MP 187-180° C.; MS (APCI+) m/z 39... Starting materials: BrBr (bromine), CN(S(=O)(=O)N1N=C(C=C1)C(F)(F)F)C (N,N-dimethyl-3-(trifluoromethyl)-1H-pyrazole-1-sulfonamide), CN(S(=O)(=O)N1N=C(C=C1)C(F)(F)F)C (N,N-dimethyl-3-(trifluoromethyl)-1H-pyrazole-1-sulfonamide), C(CCC)[Li] (n-butyllithium), C1CCCCC1 (cyclohexane). Run in O1CCCC1 (tetrahydrofuran). Reaction conditions: time 30 minute. Yields the product BrC1=CC(=NN1S(=O)(=O)N(C)C)C(F)(F)F (5-bromo-N,N-dimethyl-3-(trifluoromethyl)-1H-pyrazole-1-sulfonamide). Reaction SMILES: [CH3:1][N:2]([CH3:15])[S:3]([N:6]1[CH:10]=[CH:9][C:8]([C:11]([F:14])([F:13])[F:12])=[N:7]1)(=[O:5])=[O:4].C([Li])CCC.C1CCCCC1.[Br:27]Br>O1CCCC1>[Br:27][C:10]1[N:6]([S:3]([N:2]([CH3:15])[CH3:1])(=[O:5])=[O:4])[N:7]=[C:8]([C:11]([F:14])([F:12])[F:13])[CH:9]=1. Procedure: A stirred solution of N,N-dimethyl-3-(trifluoromethyl)-1H-pyrazole-1-sulfonamide (i.e. the product of Example 10, Step A) (4.25 g, 17.5 mmol) in tetrahydrofuran (50 mL) was cooled to −78° C., and then 2 M n-butyllithium in cyclohexane (10.0 mL, 20.0 mmol) was added dropwise. The reaction mixture was stirred a further 30 minutes, and then bromine (1.0 mL, 3.1 g, 18.7 mmol) was added dropwise. The reaction mixture was stirred for 10 minutes, warmed to room temperature, and quenched with brine (50 ... The reactants are BrCC1CC1, Oc1cc(OC(F)F)c(F)cc1Br. RXN SMILES: [Br:14][CH2:15][CH:16]1[CH2:17][CH2:18]1.[Br:1][c:2]1[c:3]([OH:13])[cH:4][c:5]([O:9][CH:10]([F:11])[F:12])[c:6]([F:8])[cH:7]1>>[Br:1][c:2]1[c:3]([O:13][CH2:15][CH:16]2[CH2:17][CH2:18]2)[cH:4][c:5]([O:9][CH:10]([F:11])[F:12])[c:6]([F:8])[cH:7]1. Yields the product Fc1cc(Br)c(OCC2CC2)cc1OC(F)F. Starting materials: [O-]CC.[Na+] (sodium ethoxide), C(C(=N)N)C(=O)N.Cl (malonamamidine hydrochloride), BrCC(=O)C1=CC=CC2=CC=CC=C12 (2-Bromoacetylnaphthalene). Solvent: C(C)O (ethanol). Run at time 20 minute. The product is NC=1NC(=CC1C(=O)N)C1=CC2=CC=CC=C2C=C1 (2-Amino-5-(2-naphthyl)pyrrole-3-carboxamide). The yield is 29.8%. Reaction SMILES: [O-][CH2:2][CH3:3].[Na+].[CH2:5]([C:9]([NH2:11])=[O:10])[C:6]([NH2:8])=[NH:7].Cl.BrCC([C:17]1[C:26]2[C:21](=[CH:22][CH:23]=[CH:24][CH:25]=2)[CH:20]=[CH:19][CH:18]=1)=O>C(O)C>[NH2:7][C:6]1[NH:8][C:2]([C:19]2[CH:18]=[CH:17][C:26]3[C:21](=[CH:22][CH:23]=[CH:24][CH:25]=3)[CH:20]=2)=[CH:3][C:5]=1[C:9]([NH2:11])=[O:10] |f:0.1,2.3|. Procedure details: Under ice-cooling, sodium ethoxide (2.7 g, 40 mmol) was added to a suspension of malonamamidine hydrochloride (5.5 g, 40 mmol) in dehydrated ethanol (130 mL), and then the mixture was stirred for 20 minutes. 2-Bromoacetylnaphthalene (5.0 g, 20 mmol) was added thereto, and the whole was stirred at room temperature overnight. The reaction mixture was concentrated in vacuo, and the obtained residue was purified by silica gel column chromatography to give the title reference compound (1.5 g) as a bl... The reactants are ClC1=NC=CC(=C1)C1=CC=C(C=C1)OC (2-chloro-4-(4-methoxyphenyl)pyridine), bis(triphenyl-phosphine)nickeldichloride, C[Mg]Br (methylmagnesiumbromide). Solvent: O1CCCC1 (tetrahydrofuran), O1CCCC1 (tetrahydrofuran). Reaction conditions: time 2 hour. The product is COC1=CC=C(C=C1)C1=CC(=NC=C1)C (4-(4-methoxyphenyl)-2-methylpyridine). Reaction SMILES: Cl[C:2]1[CH:7]=[C:6]([C:8]2[CH:13]=[CH:12][C:11]([O:14][CH3:15])=[CH:10][CH:9]=2)[CH:5]=[CH:4][N:3]=1.[CH3:16][Mg]Br>O1CCCC1>[CH3:15][O:14][C:11]1[CH:12]=[CH:13][C:8]([C:6]2[CH:5]=[CH:4][N:3]=[C:2]([CH3:16])[CH:7]=2)=[CH:9][CH:10]=1. Reported procedure: A mixture of 2-chloro-4-(4-methoxyphenyl)pyridine (660 mg) and bis(triphenyl-phosphine)nickeldichloride (200 mg) in anhydrous tetrahydrofuran (7.5 mL) is cooled to a temperature close to 0° C. A solution of methylmagnesiumbromide in tetrahydrofuran (2.6 M, 2 mL) is added slowly. The mixture is stirred at room temperature for two hours, concentrated under reduced pressure and dissolved in methyl tert-butyl ether (10 mL). Alkaloids are extracted with a 3N aqueous solution of hydrochloric acid (3 t...